Dataset: the Open Reaction Database (ORD), a public repository of structured organic reaction records. Task: describe an organic reaction: reactants, conditions, products, and yield Solvent: C1CCOC1 (THF). Procedure: A mixture of 4-(6-methoxy-isoquinolin-1-yloxy)-pyrrolidine-1,2-dicarboxylic acid 1-tert-butyl ester (39 mg, 0.10 mmol), phenylboronic acid (14.6 mg, 0.12 mmol), sodium tert-butoxide (38 mg, 0.40 mmol) and ((t-Bu)2POH)2PdCl2 (POPd) (5 mg, 0.01 mmol) in THF (2 mL) was heated to reflux for 4 h. After cooling down, the formed mixture was quenched with 5% citric acid (aq) and extracted with EtOAc (20 mL). The organic layer was washed with brine, dried over MgSO4, filtered, evaporated. The residue was... Reactants: C(C)(C)(C)OC(=O)N1C(CC(C1)OC1=NC=CC2=CC(=CC=C12)OC)C(=O)O (4-(6-methoxy-isoquinolin-1-yloxy)-pyrrolidine-1,2-dicarboxylic acid 1-tert-butyl ester), C1(=CC=CC=C1)B(O)O (phenylboronic acid), CC(C)([O-])C.[Na+] (sodium tert-butoxide), ((t-Bu)2POH)2PdCl2. Reaction SMILES: C(OC(N1CC(OC2[C:23]3[C:18](=[CH:19][C:20]([O:24][CH3:25])=[CH:21][CH:22]=3)C=CN=2)CC1C(O)=O)=O)(C)(C)C.C1([B:35]([OH:37])[OH:36])C=CC=CC=1.CC(C)([O-])C.[Na+]>C1COCC1>[CH3:25][O:24][C:20]1[CH:21]=[CH:22][C:23]([B:35]([OH:37])[OH:36])=[CH:18][CH:19]=1 |f:2.3|. Product: COC1=CC=C(C=C1)B(O)O (4-methoxyphenylboronic Acid). Isolated yield 236.9%. Procedure details: Benzyl bromide (8.7 ml; 0.073 mol) was added to a stirring mixture of compound of Description 1 [5-methoxy-3-(pyridin-3-ylmethyl)-1H-indole] (3.5 g; 0.0146 mol) in methyl ethyl ketone (70 ml). The reaction mixture was refluxed for 3 hours. The product precipitated as a yellow solid was filtered and washed with diethyl ether and dried under vacuum. The compound was used as such without further purification. RXN SMILES: [CH2:1]([Br:8])[C:2]1[CH:7]=[CH:6][CH:5]=[CH:4][CH:3]=1.[CH3:9][O:10][C:11]1[CH:12]=[C:13]2[C:17](=[CH:18][CH:19]=1)[NH:16][CH:15]=[C:14]2[CH2:20][C:21]1[CH:22]=[N:23][CH:24]=[CH:25][CH:26]=1>C(C(C)=O)C>[Br-:8].[CH3:9][O:10][C:11]1[CH:12]=[C:13]2[C:17](=[CH:18][CH:19]=1)[NH:16][CH:15]=[C:14]2[CH2:20][C:21]1[CH:22]=[N+:23]([CH2:1][C:2]2[CH:7]=[CH:6][CH:5]=[CH:4][CH:3]=2)[CH:24]=[CH:25][CH:26]=1 |f:3.4|. Run in C(C)C(=O)C (methyl ethyl ketone). Product: [Br-].COC=1C=C2C(=CNC2=CC1)CC=1C=[N+](C=CC1)CC1=CC=CC=C1 (3[(5-methoxy-1H-indol-3-yl)methyl]-1-benzyl-pyridinium bromide). Reactants: C(C1=CC=CC=C1)Br (Benzyl bromide), COC=1C=C2C(=CNC2=CC1)CC=1C=NC=CC1 (5-methoxy-3-(pyridin-3-ylmethyl)-1H-indole). Reactants: ClC1=CC=C(OC2=C3C(=CN=C2)SC(=C3)N)C=C1 (4-(4-Chlorophenoxy)thieno[2,3-c]pyridin-2-ylamine), CN=C=S (methyl isothiocyanate). Solvent: N1=CC=CC=C1 (pyridine). Reaction conditions: temperature 100 celsius. Yields the product ClC1=CC=C(OC2=C3C(=CN=C2)SC(=C3)NC(=S)NC)C=C1 (N-[4-(4-Chlorophenoxy)thieno[2,3-c]pyridin-2-yl]-N′-methylthiourea). Yield: 58.0%. As a reaction SMILES: [Cl:1][C:2]1[CH:18]=[CH:17][C:5]([O:6][C:7]2[CH:12]=[N:11][CH:10]=[C:9]3[S:13][C:14]([NH2:16])=[CH:15][C:8]=23)=[CH:4][CH:3]=1.[CH3:19][N:20]=[C:21]=[S:22]>N1C=CC=CC=1>[Cl:1][C:2]1[CH:18]=[CH:17][C:5]([O:6][C:7]2[CH:12]=[N:11][CH:10]=[C:9]3[S:13][C:14]([NH:16][C:21]([NH:20][CH3:19])=[S:22])=[CH:15][C:8]=23)=[CH:4][CH:3]=1. Reported procedure: A solution of obtained amine from Example 263 (150 mg, 0.542 mmol) in 5 mL of pyridine was treated with methyl isothiocyanate (198 mg, 2.71 mmol). The solution heated to 100° C. under a nitrogen atmosphere for 5 days. All volatiles were removed under reduced pressure. The resulting product was purified by flash column chromatography on silica gel eluting with chloroformn/NH4OH, affording 110 mg (58.1%) of the title compound. Reactants: Cc1c(SCCCSc2sccc2[N+](=O)[O-])ccnc1CCl, Cl, [H-], Cc1nc(C)c(Cl)c(N)n1, [Na+], [Na+], O=C([O-])O, CN(C)C=O, O. Yields the product Cc1nc(C)c(Cl)c(NCc2nccc(SCCCSc3sccc3[N+](=O)[O-])c2C)n1. Reaction SMILES: [Cl:14][CH2:15][c:16]1[n:17][cH:18][cH:19][c:20]([S:23][CH2:24][CH2:25][CH2:26][S:27][c:28]2[s:29][cH:30][cH:31][c:32]2[N+:33](=[O:34])[O-:35])[c:21]1[CH3:22].[ClH:13].[H-:1].[NH2:3][c:4]1[n:5][c:6]([CH3:12])[n:7][c:8]([CH3:11])[c:9]1[Cl:10].[Na+:2].[Na+:40].[O-:36][C:37]([OH:38])=[O:39].[O:41]=[CH:42][N:43]([CH3:44])[CH3:45].[OH2:46]>>[NH:3]([c:4]1[n:5][c:6]([CH3:12])[n:7][c:8]([CH3:11])[c:9]1[Cl:10])[CH2:15][c:16]1[n:17][cH:18][cH:19][c:20]([S:23][CH2:24][CH2:25][CH2:26][S:27][c:28]2[s:29][cH:30][cH:31][c:32]2[N+:33](=[O:34])[O-:35])[c:21]1[CH3:22]. Reported procedure: oleoylglycine, -alanine, -sarcosine and -6-aminocaproic acid. As a reaction SMILES: [C:1](NCC(O)=O)(=[O:19])[CH2:2][CH2:3][CH2:4][CH2:5][CH2:6][CH2:7][CH2:8]/C=C\CCCCCCCC.N[C@H](C(O)=O)C.N(CC(O)=O)C.[NH2:37][CH2:38][CH2:39][CH2:40][CH2:41][CH2:42][C:43]([OH:45])=[O:44]>>[C:1]([CH:42]([CH2:41][CH2:40][CH2:39][CH2:38][NH2:37])[C:43]([OH:45])=[O:44])(=[O:19])[CH2:2][CH2:3][CH2:4][CH2:5][CH2:6][CH2:7][CH3:8]. The product is C(CCCCCCC)(=O)C(C(=O)O)CCCCN (octanoyl-6-aminocaproic acid). Reactants: C(CCCCCCC\C=C/CCCCCCCC)(=O)NCC(=O)O (oleoylglycine), NCCCCCC(=O)O (6-aminocaproic acid), N[C@@H](C)C(=O)O (alanine), N(C)CC(=O)O (sarcosine).